Dataset: the Open Reaction Database (ORD), a public repository of structured organic reaction records. Task: describe an organic reaction: reactants, conditions, products, and yield Starting materials: C(C1=CC=CC=C1)(=O)O[C@H]1[C@@H]([C@@H]2[C@@H](OC(C2)=O)C1)C=O ((3aR,4R,5R,6aS)-4-formyl-2-oxohexahydro-2H-cyclopenta[b]furan-5-yl benzoate), S1C2=C(C=C1C(CP(OCC)(OCC)=O)=O)C=CC=C2 (Diethyl 2-(benzo[b]thiophen-2-yl)-2-oxoethylphosphonate). The solvent is C1CCOC1 (THF), C(Cl)Cl (DCM), [Cl-].[Li+] (lithium chloride). Conditions: temperature -20 celsius. The product is C(C1=CC=CC=C1)(=O)O[C@H]1[C@@H]([C@@H]2[C@@H](OC(C2)=O)C1)\C=C\C(=O)C1=CC2=C(S1)C=CC=C2 ((3aR,4R,5R,6aS)-4-((E)-3-(benzo[b]thiophen-2-yl)-3-oxoprop-1-enyl)-2-oxohexahydro-2H-cyclopenta[b]furan-5-yl benzoate). RXN SMILES: [C:1]([O:9][C@@H:10]1[CH2:18][C@@H:13]2[O:14][C:15](=[O:17])[CH2:16][C@@H:12]2[C@H:11]1[CH:19]=O)(=[O:8])[C:2]1[CH:7]=[CH:6][CH:5]=[CH:4][CH:3]=1.[S:21]1[C:25]([C:26](=[O:36])[CH2:27]P(=O)(OCC)OCC)=[CH:24][C:23]2[CH:37]=[CH:38][CH:39]=[CH:40][C:22]1=2>C(Cl)Cl.[Cl-].[Li+].C1COCC1>[C:1]([O:9][C@@H:10]1[CH2:18][C@@H:13]2[O:14][C:15](=[O:17])[CH2:16][C@@H:12]2[C@H:11]1/[CH:19]=[CH:27]/[C:26]([C:25]1[S:21][C:22]2[CH:40]=[CH:39][CH:38]=[CH:37][C:23]=2[CH:24]=1)=[O:36])(=[O:8])[C:2]1[CH:3]=[CH:4][CH:5]=[CH:6][CH:7]=1 |f:3.4|. Procedure details: A reactor equipped with a mechanical stirrer, under nitrogen, is charged with (3aR,4R,5R,6aS)-4-formyl-2-oxohexahydro-2H-cyclopenta[b]furan-5-yl benzoate (99.2 g, 0.362 mol) in DCM and lithium chloride (1 molar equivalent) dissolved in THF. Diethyl 2-(benzo[b]thiophen-2-yl)-2-oxoethylphosphonate (1 molar equivalent) is added neat and rinsed with DCM. Some lithium chloride precipitates from solution when the THF and DCM solutions are mixed. The mixture is stirred under nitrogen and cooled to −20°... The reactants are CC(C)(C)OC(=O)Cn1cc(C(=O)NCc2ccc(Cl)cc2)c(=O)c2cc(C#CCO)ccc21, ClCCl, O=C(O)C(F)(F)F. Product: O=C(O)Cn1cc(C(=O)NCc2ccc(Cl)cc2)c(=O)c2cc(C#CCO)ccc21. As a reaction SMILES: [Cl:1][c:2]1[cH:3][cH:4][c:5]([CH2:6][NH:7][C:8](=[O:9])[c:10]2[cH:11][n:12]([CH2:25][C:26](=[O:27])[O:28][C:29]([CH3:30])([CH3:31])[CH3:32])[c:13]3[cH:14][cH:15][c:16]([C:21]#[C:22][CH2:23][OH:24])[cH:17][c:18]3[c:19]2=[O:20])[cH:33][cH:34]1.[Cl:42][CH2:43][Cl:44].[OH:35][C:36]([C:37]([F:38])([F:39])[F:40])=[O:41]>>[Cl:1][c:2]1[cH:3][cH:4][c:5]([CH2:6][NH:7][C:8](=[O:9])[c:10]2[cH:11][n:12]([CH2:25][C:26](=[O:27])[OH:28])[c:13]3[cH:14][cH:15][c:16]([C:21]#[C:22][CH2:23][OH:24])[cH:17][c:18]3[c:19]2=[O:20])[cH:33][cH:34]1. The reactants are C1(CC1)C1=NOC(=N1)C1CN(CC(C1)C1=CC=C(C=C1)OC(F)(F)F)C(=O)OC1=CC=C(C=C1)[N+](=O)[O-] (4-Nitrophenyl 3-(3-cyclopropyl-1,2,4-oxadiazol-5-yl)-5-[4-(trifluoromethoxy)phenyl]piperidine-1-carboxylate), Cl.NC1CNCC1 (3-aminopyrrolidine hydrochloride). Product: NC1CN(CC1)C(=O)N1CC(CC(C1)C1=CC=C(C=C1)OC(F)(F)F)C1=NC(=NO1)C1CC1 ((3-Aminopyrrolidin-1-yl) {3-(3-cyclopropyl-1,2,4-oxadiazol-5-yl)-5-[4-(trifluoromethoxy)phenyl]-piperidin-1-yl}methanone). RXN SMILES: [CH:1]1([C:4]2[N:8]=[C:7]([CH:9]3[CH2:14][CH:13]([C:15]4[CH:20]=[CH:19][C:18]([O:21][C:22]([F:25])([F:24])[F:23])=[CH:17][CH:16]=4)[CH2:12][N:11]([C:26](OC4C=CC([N+]([O-])=O)=CC=4)=[O:27])[CH2:10]3)[O:6][N:5]=2)[CH2:3][CH2:2]1.Cl.[NH2:39][CH:40]1[CH2:44][CH2:43][NH:42][CH2:41]1>>[NH2:39][CH:40]1[CH2:44][CH2:43][N:42]([C:26]([N:11]2[CH2:12][CH:13]([C:15]3[CH:16]=[CH:17][C:18]([O:21][C:22]([F:24])([F:25])[F:23])=[CH:19][CH:20]=3)[CH2:14][CH:9]([C:7]3[O:6][N:5]=[C:4]([CH:1]4[CH2:3][CH2:2]4)[N:8]=3)[CH2:10]2)=[O:27])[CH2:41]1 |f:1.2|. Procedure details: 90 mg (0.17 mmol) of the compound from Example 176A and 83 mg (0.52 mmol) of 3-aminopyrrolidine hydrochloride were reacted according to the General Method 6. Yield: 13 mg (15% of theory)